Dataset: the Open Reaction Database (ORD), a public repository of structured organic reaction records. Task: describe an organic reaction: reactants, conditions, products, and yield Reactants: 21.5, OC1CCN(CC1)C(=O)OCC (ethyl 4-hydroxy-1-piperidinecarboxylate), FC1=CC=C(C=C1)C(Br)C1=CC=C(C=C1)F (bis(4-fluorophenyl)bromomethane), C([O-])([O-])=O.[K+].[K+] (potassium carbonate). The solvent is O (water). Reaction conditions: temperature 140 celsius. Yields the product FC1=CC=C(C=C1)C(OC1CCN(CC1)C(=O)OCC)C1=CC=C(C=C1)F (ethyl 4-[bis(4-fluorophenyl)methoxy]-1-piperidinecarboxylate). Reaction SMILES: [OH:1][CH:2]1[CH2:7][CH2:6][N:5]([C:8]([O:10][CH2:11][CH3:12])=[O:9])[CH2:4][CH2:3]1.[F:13][C:14]1[CH:19]=[CH:18][C:17]([CH:20]([C:22]2[CH:27]=[CH:26][C:25]([F:28])=[CH:24][CH:23]=2)Br)=[CH:16][CH:15]=1.C(=O)([O-])[O-].[K+].[K+]>O>[F:13][C:14]1[CH:15]=[CH:16][C:17]([CH:20]([C:22]2[CH:27]=[CH:26][C:25]([F:28])=[CH:24][CH:23]=2)[O:1][CH:2]2[CH2:3][CH2:4][N:5]([C:8]([O:10][CH2:11][CH3:12])=[O:9])[CH2:6][CH2:7]2)=[CH:18][CH:19]=1 |f:2.3.4|. Procedure details: A mixture of 21.5 parts of ethyl 4-hydroxy-1-piperidinecarboxylate, 35.2 parts of bis(4-fluorophenyl)bromomethane and 8.6 parts of potassium carbonate is stirred and heated in an oil-bath at 140° C. for 3 hours. The reaction mixture is allowed to cool to room temperature and water is added. The product is extracted with methylbenzene. The extract is washed successively with water, a diluted hydrochloric acid solution and a sodium bicarbonate solution, dried, filtered and evaporated. The forerun ... The reactants are [Mg] (Magnesium), C(C)C1=CC=CC=2C=C3N(C12)[C@@H](CNC3=O)C ((R)-6-Ethyl-4-methyl-3,4-dihydro-2H-pyrazino[1,2-a]indol-1-one), [Mg] (magnesium), ice, [H][H] (hydrogen), P(=O)([O-])([O-])[O-].[K+].[K+].[K+] (potassium phosphate). Solvent: CO (methanol). Run at time 2 hour. Product: C(C)C1=CC=CC=2C[C@@H]3N(C12)[C@@H](CNC3=O)C ((4R,10aS)-6-Ethyl-4-methyl-3,4,10,10a-tetrahydro-2H-pyrazino[1,2-a]indol-1-one). The yield is 96.5%. RXN SMILES: [Mg].[CH2:2]([C:4]1[C:12]2[N:11]3[C@H:13]([CH3:18])[CH2:14][NH:15][C:16](=[O:17])[C:10]3=[CH:9][C:8]=2[CH:7]=[CH:6][CH:5]=1)[CH3:3].[H][H].P([O-])([O-])([O-])=O.[K+].[K+].[K+]>CO>[CH2:2]([C:4]1[C:12]2[N:11]3[C@H:13]([CH3:18])[CH2:14][NH:15][C:16](=[O:17])[C@@H:10]3[CH2:9][C:8]=2[CH:7]=[CH:6][CH:5]=1)[CH3:3] |f:3.4.5.6|. Procedure: Magnesium turnings (87 mg, 3.6 mmol) were added to a solution of (R)-6-Ethyl-4-methyl-3,4-dihydro-2H-pyrazino[1,2-a]indol-1-one (82 mg, 0.36 mmol) in methanol (4 mL). After hydrogen gas started to evolve, the reaction mixture was kept at 10-20° C. and stirred for 2 h to dissolve the magnesium completely. Then the reaction mixture was poured onto 3 mL ice-cold 1 M aq. HCl, neutralized with 1 M aq. potassium phosphate solution (pH 6.85), and extracted with ethyl acetate. The organic layer was wash... The reactants are C1COCCO1, CO, Cl, CC(C)(C)OC(=O)N1CCn2c(nc3c(N)nc4cc(OCc5ccccc5)ccc4c32)C1. Product: Cl, Nc1nc2cc(OCc3ccccc3)ccc2c2c1nc1n2CCNC1. Reaction SMILES: [CH2:37]1[O:38][CH2:39][CH2:40][O:41][CH2:42]1.[CH3:2][OH:3].[ClH:1].[NH2:4][c:5]1[n:6][c:7]2[cH:8][c:9]([O:29][CH2:30][c:31]3[cH:32][cH:33][cH:34][cH:35][cH:36]3)[cH:10][cH:11][c:12]2[c:13]2[c:14]1[n:15][c:16]1[n:17]2[CH2:18][CH2:19][N:20]([C:22]([O:23][C:24]([CH3:25])([CH3:26])[CH3:27])=[O:28])[CH2:21]1>>[ClH:1].[NH2:4][c:5]1[n:6][c:7]2[cH:8][c:9]([O:29][CH2:30][c:31]3[cH:32][cH:33][cH:34][cH:35][cH:36]3)[cH:10][cH:11][c:12]2[c:13]2[c:14]1[n:15][c:16]1[n:17]2[CH2:18][CH2:19][NH:20][CH2:21]1.